From a dataset of the Open Reaction Database (ORD), a public repository of structured organic reaction records. describe an organic reaction: reactants, conditions, products, and yield The reactants are ClC(=CC=O)C1=CC=CC=C1 (3-chloro-3-phenyl-2-propenal), NC1=NNC=C1C(=O)C1=CC=CC=C1 ((3-amino-1H-pyrazol-4-yl)phenyl-methanone). Run in C(C)(=O)O (acetic acid). The product is C1(=CC=CC=C1)C(=O)C=1C=NN2C1N=CC=C2C2=CC=CC=C2 (Phenyl(7-phenylpyrazolo[1,5-a]pyrimidin-3-yl)methanone). RXN SMILES: Cl[C:2]([C:6]1[CH:11]=[CH:10][CH:9]=[CH:8][CH:7]=1)=[CH:3][CH:4]=O.[NH2:12][C:13]1[C:17]([C:18]([C:20]2[CH:25]=[CH:24][CH:23]=[CH:22][CH:21]=2)=[O:19])=[CH:16][NH:15][N:14]=1>C(O)(=O)C>[C:20]1([C:18]([C:17]2[CH:16]=[N:15][N:14]3[C:2]([C:6]4[CH:11]=[CH:10][CH:9]=[CH:8][CH:7]=4)=[CH:3][CH:4]=[N:12][C:13]=23)=[O:19])[CH:21]=[CH:22][CH:23]=[CH:24][CH:25]=1. Procedure details: A mixture of 0.01 mole of 3-chloro-3-phenyl-2-propenal and 0.01 mole of (3-amino-1H-pyrazol-4-yl)phenyl-methanone in 25 ml of acetic acid was refluxed for 6 hours. The solvent was removed in vacuo and the product isolated as described in Example 1, giving the desired product as crystals, mp 163°-165° C. Reactants: CCCCNC(N)=O, O=C(Cl)N(C1CCCCC1)C1CCCCC1. Yields the product CCCCNC(=O)NC(=O)N(C1CCCCC1)C1CCCCC1. RXN SMILES: [CH2:17]([CH2:18][CH2:19][CH3:20])[NH:21][C:22](=[O:23])[NH2:24].[CH:1]1([N:7]([C:8](=[O:9])[Cl:10])[CH:11]2[CH2:12][CH2:13][CH2:14][CH2:15][CH2:16]2)[CH2:2][CH2:3][CH2:4][CH2:5][CH2:6]1>>[CH:1]1([N:7]([C:8](=[O:9])[NH:24][C:22]([NH:21][CH2:17][CH2:18][CH2:19][CH3:20])=[O:23])[CH:11]2[CH2:12][CH2:13][CH2:14][CH2:15][CH2:16]2)[CH2:2][CH2:3][CH2:4][CH2:5][CH2:6]1. Reactants: [BH3-]C#N, CCOc1cc(C=O)cc(OCC)c1F, CCN(C(C)C)C(C)C, COC(=O)C(C)(C)c1ccc(C(=O)NC2CCNCC2)cc1, CCO, CC(=O)O, [Na+]. Product: CCOc1cc(CN2CCC(NC(=O)c3ccc(C(C)(C)C(=O)OC)cc3)CC2)cc(OCC)c1F. Reaction SMILES: [C:38]([BH3-:39])#[N:40].[CH2:23]([CH3:24])[O:25][c:26]1[cH:27][c:28]([CH:29]=[O:30])[cH:31][c:32]([O:35][CH2:36][CH3:37])[c:33]1[F:34].[CH2:42]([N:43]([CH:44]([CH3:45])[CH3:46])[CH:47]([CH3:48])[CH3:49])[CH3:50].[CH3:1][O:2][C:3]([C:4]([CH3:5])([c:6]1[cH:7][cH:8][c:9]([C:12]([NH:13][CH:14]2[CH2:15][CH2:16][NH:17][CH2:18][CH2:19]2)=[O:20])[cH:10][cH:11]1)[CH3:21])=[O:22].[CH3:51][CH2:52][OH:53].[CH3:54][C:55](=[O:56])[OH:57].[Na+:41]>>[CH3:1][O:2][C:3]([C:4]([CH3:5])([c:6]1[cH:7][cH:8][c:9]([C:12]([NH:13][CH:14]2[CH2:15][CH2:16][N:17]([CH2:29][c:28]3[cH:27][c:26]([O:25][CH2:23][CH3:24])[c:33]([F:34])[c:32]([O:35][CH2:36][CH3:37])[cH:31]3)[CH2:18][CH2:19]2)=[O:20])[cH:10][cH:11]1)[CH3:21])=[O:22]. Starting materials: COC(CC(C1=CC(=C(C=C1)OC(F)F)OCC)N1C(C2=C(C=CC=C2C1)N)=O)=O (3-(7-amino-1-oxo-1,3-dihydro-isoindol-2-yl)-3-(4-difluoromethoxy-3-ethoxy-phenyl)-propionic acid methyl ester), C1(CC1)C(=O)Cl (cyclopropanyl carbonyl chloride). Run in C1CCOC1 (THF). Run at time 1 hour. Product: COC(CC(C1=CC(=C(C=C1)OC(F)F)OCC)N1C(C2=C(C=CC=C2C1)NC(=O)C1CC1)=O)=O (3-[7-(Cyclopropanecarbonyl-amino)-1-oxo-1,3-dihydro-isoindol-2-yl]-3-(4-difluoromethoxy-3-ethoxy-phenyl)-propionic acid methyl ester). Isolated yield 73.1%. RXN SMILES: [CH3:1][O:2][C:3](=[O:30])[CH2:4][CH:5]([N:19]1[CH2:27][C:26]2[C:21](=[C:22]([NH2:28])[CH:23]=[CH:24][CH:25]=2)[C:20]1=[O:29])[C:6]1[CH:11]=[CH:10][C:9]([O:12][CH:13]([F:15])[F:14])=[C:8]([O:16][CH2:17][CH3:18])[CH:7]=1.[CH:31]1([C:34](Cl)=[O:35])[CH2:33][CH2:32]1>C1COCC1>[CH3:1][O:2][C:3](=[O:30])[CH2:4][CH:5]([N:19]1[CH2:27][C:26]2[C:21](=[C:22]([NH:28][C:34]([CH:31]3[CH2:33][CH2:32]3)=[O:35])[CH:23]=[CH:24][CH:25]=2)[C:20]1=[O:29])[C:6]1[CH:11]=[CH:10][C:9]([O:12][CH:13]([F:15])[F:14])=[C:8]([O:16][CH2:17][CH3:18])[CH:7]=1. Procedure details: To the THF solution of 3-(7-amino-1-oxo-1,3-dihydro-isoindol-2-yl)-3-(4-difluoromethoxy-3-ethoxy-phenyl)-propionic acid methyl ester (2.8 g, 7 mmol) was added cyclopropanyl carbonyl chloride (0.72 ml, 8 mmol) dropwise. The reaction mixture was then heated to reflux for 1 hour. The solvent was removed under vacuo. The mixture was dissolved in EtOAc (50 ml) and washed with water (50 ml×2). The organic layer was dried over Na2SO4 and concentrated under vacuo. The resulted solid was stirred with eth... Starting materials: C12CN(CC(CC1)O2)C2=C1C(=NC(=N2)C2=CC=C(N)C=C2)N(N=C1)CC (4-(4-(8-oxa-3-azabicyclo[3.2.1]octan-3-yl)-1-ethyl-1H-pyrazolo[3,4-d]pyrimidin-6-yl)aniline), ClC(Cl)(OC(OC(Cl)(Cl)Cl)=O)Cl (triphosgene), CO (methanol). Run in ClCCl (dichloromethane). Product: COC(NC1=CC=C(C=C1)C1=NC(=C2C(=N1)N(N=C2)CC)N2CC1CCC(C2)O1)=O (methyl{4-[1-ethyl-4-(8-oxa-3-azabicyclo[3.2.1]oct-3-yl)-1H-pyrazolo[3,4-d]pyrimidin-6-yl]phenyl}carbamate). Reaction SMILES: [CH:1]12[O:8][CH:5]([CH2:6][CH2:7]1)[CH2:4][N:3]([C:9]1[N:14]=[C:13]([C:15]3[CH:21]=[CH:20][C:18]([NH2:19])=[CH:17][CH:16]=3)[N:12]=[C:11]3[N:22]([CH2:25][CH3:26])[N:23]=[CH:24][C:10]=13)[CH2:2]2.Cl[C:28](Cl)([O:30][C:31](=O)[O:32]C(Cl)(Cl)Cl)Cl.CO>ClCCl>[CH3:28][O:30][C:31](=[O:32])[NH:19][C:18]1[CH:20]=[CH:21][C:15]([C:13]2[N:12]=[C:11]3[N:22]([CH2:25][CH3:26])[N:23]=[CH:24][C:10]3=[C:9]([N:3]3[CH2:2][CH:1]4[O:8][CH:5]([CH2:6][CH2:7]4)[CH2:4]3)[N:14]=2)=[CH:16][CH:17]=1. Procedure: A solution of 4-(4-(8-oxa-3-azabicyclo[3.2.1]octan-3-yl)-1-ethyl-1H-pyrazolo[3,4-d]pyrimidin-6-yl)aniline (150 mg, 0.43 mmol) in dichloromethane (5 mL) was treated with triphosgene (64 mg, 0.21 mmol). After the passage of 5 minutes, an excess of methanol was added to the mixture. The reaction mixture was concentrated to dryness under reduced pressure. The residue was purified by reverse-phase high performance liquid chromatography using a Phenomenex Prodigy 21 mm×250 mm column, running a gradien... Reactants: COC1=C(C(=CC(=C1)C)OC)C1=CC=CC=2N1N=C(C2[N+](=O)[O-])CC (7-(2,6-dimethoxy-4-methylphenyl)-2-ethyl-3-nitropyrazolo[1,5-a]pyridine), C(C)(=O)O (acetic acid). The reagents and catalysts are [Zn] (zinc). Run in C(C)O (ethanol), O (water), C(C)O (ethanol). Conditions: temperature 60 celsius, time 2 hour. The product is COC1=C(C(=CC(=C1)C)OC)C1=CC=CC=2N1N=C(C2N)CC (7-(2,6-dimethoxy-4-methylphenyl)-2-ethylpyrazolo[1,5-a]pyridine-3-amine). The yield is 91.4%. RXN SMILES: [CH3:1][O:2][C:3]1[CH:8]=[C:7]([CH3:9])[CH:6]=[C:5]([O:10][CH3:11])[C:4]=1[C:12]1[N:17]2[N:18]=[C:19]([CH2:24][CH3:25])[C:20]([N+:21]([O-])=O)=[C:16]2[CH:15]=[CH:14][CH:13]=1.C(O)(=O)C>C(O)C.O.[Zn]>[CH3:11][O:10][C:5]1[CH:6]=[C:7]([CH3:9])[CH:8]=[C:3]([O:2][CH3:1])[C:4]=1[C:12]1[N:17]2[N:18]=[C:19]([CH2:24][CH3:25])[C:20]([NH2:21])=[C:16]2[CH:15]=[CH:14][CH:13]=1. Reported procedure: After dissolving 7-(2,6-dimethoxy-4-methylphenyl)-2-ethyl-3-nitropyrazolo[1,5-a]pyridine (600 mg) in a mixture of ethanol (30 mL) and water (30 mL), acetic acid (3 mL) and zinc powder (600 mg) were added and the mixture was stirred at 60° C. for 2 hours. The ethanol of the obtained reaction mixture was distilled off under reduced pressure, and then saturated aqueous sodium hydrogencarbonate and ethyl acetate were added to the residue and extraction was performed with ethyl acetate. The obtained ...